From a dataset of the Open Reaction Database (ORD), a public repository of structured organic reaction records. describe an organic reaction: reactants, conditions, products, and yield Starting materials: C(C(=O)Cl)(=O)Cl (Oxalyl chloride), solution, COC1=CC=C(C=C1)C(C(=O)O)CC (2-(4'-methoxyphenyl)butyric acid). Run in C(Cl)Cl (CH2Cl2), C(Cl)Cl (CH2Cl2). Run at time 8 hour. Product: COC1=CC=C(C=C1)C(C(=O)Cl)CC (2-(4'-methoxyphenyl)butyryl chloride). Isolated yield 87.0%. Reaction SMILES: C(Cl)(=O)C([Cl:4])=O.[CH3:7][O:8][C:9]1[CH:14]=[CH:13][C:12]([CH:15]([CH2:19][CH3:20])[C:16](O)=[O:17])=[CH:11][CH:10]=1>C(Cl)Cl>[CH3:7][O:8][C:9]1[CH:14]=[CH:13][C:12]([CH:15]([CH2:19][CH3:20])[C:16]([Cl:4])=[O:17])=[CH:11][CH:10]=1. Procedure details: Oxalyl chloride (12 mL of a 2.0M solution in CH2Cl2) was added under nitrogen to a solution of 2-(4'-methoxyphenyl)butyric acid (4.66 g, 24 mmol) in 25 mL of CH2Cl2 and stirred at room temperature overnight. The volatiles were removed under vacuum and the residue was distilled to afford 4.46 g (87%) of pure 2-(4'-methoxyphenyl)butyryl chloride. 1H NMR (CDCl3) δ0.919 (t, 3H, J=7.4 Hz), 1.78-1.92 (m, 1H), 2.13-2.27 (m, 1H), 3.81 (s, 3H), 3.83 (t, 1H, J=7.6 Hz), 6.91 (d, 2H, J=8.8 Hz), 7.21 (d, 2H,... Starting materials: C(C1=CC=CC=C1)ON(C=O)CC(C(=O)O)CCCC (2-[(benzyloxy-formyl-amino)-methyl]-hexanoic acid), N1[C@@H](CCC1)C=1OC=CN1 (2-(S)-pyrrolidine-2-yl-oxazole). The product is ON(C=O)CC(CCCC)C(=O)N1C(CCC1)C=1OC=CN1 (N-hydroxy-N-[2-(2-oxazol-2-yl-pyrrolidine-1-carbonyl)-hexyl]-formamide). As a reaction SMILES: C([O:8][N:9]([CH2:12][CH:13]([CH2:17][CH2:18][CH2:19][CH3:20])[C:14]([OH:16])=O)[CH:10]=[O:11])C1C=CC=CC=1.[NH:21]1[CH2:25][CH2:24][CH2:23][C@H:22]1[C:26]1[O:27][CH:28]=[CH:29][N:30]=1>>[OH:8][N:9]([CH2:12][CH:13]([C:14]([N:21]1[CH2:25][CH2:24][CH2:23][CH:22]1[C:26]1[O:27][CH:28]=[CH:29][N:30]=1)=[O:16])[CH2:17][CH2:18][CH2:19][CH3:20])[CH:10]=[O:11]. Procedure: The title compound is prepared from 2-[(benzyloxy-formyl-amino)-methyl]-hexanoic acid D-7 (R=n-butyl) and 2-(S)-pyrrolidine-2-yl-oxazole E-5 (prepared as described in Procedure E) according to General Procedure D. Starting materials: C[C@@H]1C[C@@H]([C@@H]2[C@H](C[C@H]([C@@](O2)(C(=O)C(=O)N3CCCC[C@H]3C(=O)O[C@@H]([C@@H]([C@H](CC(=O)[C@@H](/C=C(/C1)\C)CC=C)O)C)/C(=C/[C@@H]4CC[C@H]([C@@H](C4)OC)O)/C)O)C)OC)OC (FR-900506), IC1=CC=C(C=C1)S(=O)(=O)Cl (p-iodobenzenesulfonyl chloride), C(C)(=O)OCC (ethyl acetate). Solvent: N1=CC=CC=C1 (pyridine). Conditions: time 36 hour. The product is C(C=C)C1C(CC(C(C(OC(C2CCCCN2C(C(C2(C(CC(C(C(CC(CC(=C1)C)C)OC)O2)OC)C)O)=O)=O)=O)C(=CC2CC(C(CC2)OS(=O)(=O)C2=CC=C(C=C2)I)OC)C)C)O)=O (17-allyl-1,14-dihydroxy-12-[2-[4-(p-iodobenzenesulfonyloxy)-3-methoxycyclohexyl]-1-methylvinyl]-23,25-dimethoxy-13,19,21,27-tetramethyl-11,28-dioxa-4-azatricyclo[22.3.1.04,9 ]octacos-18-ene-2,3,10,16-tetraone), C(C=C)C1C(C=CC(C(OC(C2CCCCN2C(C(C2(C(CC(C(C(CC(CC(=C1)C)C)OC)O2)OC)C)O)=O)=O)=O)C(=CC2CC(C(CC2)OS(=O)(=O)C2=CC=C(C=C2)I)OC)C)C)=O (17-allyl-1-hydroxy-12-[2-[4-(p-iodobenzenesulfonyloxy)-3-methoxycyclohexyl]-1-methylvinyl]-23,25-dimethoxy-13,19,21,27-tetramethyl-11,28-dioxa-4-azatricyclo[22.3.1.04,9 ]octacosa-14,18-diene-2,3,10,16-tetraone). RXN SMILES: [CH3:1][C@H:2]1[CH2:33][C:32]([CH3:34])=[CH:31][C@@H:30]([CH2:35][CH:36]=[CH2:37])[C:28](=[O:29])[CH2:27][C@H:26]([OH:38])[C@@H:25]([CH3:39])[C@@H:24](/[C:40](/[CH3:51])=[CH:41]/[C@H:42]2[CH2:47][C@@H:46]([O:48][CH3:49])[C@H:45]([OH:50])[CH2:44][CH2:43]2)[O:23][C:21](=[O:22])[C@H:20]2[N:15]([CH2:16][CH2:17][CH2:18][CH2:19]2)[C:13](=[O:14])[C:11](=[O:12])[C@:9]2([OH:52])[O:10][C@@H:5]([C@@H:6]([O:54][CH3:55])[CH2:7][C@H:8]2[CH3:53])[C@@H:4]([O:56][CH3:57])[CH2:3]1.[I:58][C:59]1[CH:64]=[CH:63][C:62]([S:65](Cl)(=[O:67])=[O:66])=[CH:61][CH:60]=1.C(OCC)(=[O:71])C>N1C=CC=CC=1>[CH2:35]([CH:30]1[CH:31]=[C:32]([CH3:34])[CH2:33][CH:2]([CH3:1])[CH2:3][CH:4]([O:56][CH3:57])[CH:5]2[O:10][C:9]([OH:52])([CH:8]([CH3:53])[CH2:7][CH:6]2[O:54][CH3:55])[C:11](=[O:12])[C:13](=[O:14])[N:15]2[CH:20]([CH2:19][CH2:18][CH2:17][CH2:16]2)[C:21](=[O:22])[O:23][CH:24]([C:40]([CH3:51])=[CH:41][CH:42]2[CH2:43][CH2:44][CH:45]([O:50][S:65]([C:62]3[CH:63]=[CH:64][C:59]([I:58])=[CH:60][CH:61]=3)(=[O:67])=[O:66])[CH:46]([O:48][CH3:49])[CH2:47]2)[CH:25]([CH3:39])[CH:26]([OH:38])[CH2:27][C:28]1=[O:29])[CH:36]=[CH2:37].[CH2:35]([CH:30]1[CH:31]=[C:32]([CH3:34])[CH2:33][CH:2]([CH3:1])[CH2:3][CH:4]([O:56][CH3:57])[CH:5]2[O:10][C:9]([OH:52])([CH:8]([CH3:53])[CH2:7][CH:6]2[O:54][CH3:55])[C:11](=[O:12])[C:13](=[O:14])[N:15]2[CH:20]([CH2:19][CH2:18][CH2:17][CH2:16]2)[C:21](=[O:22])[O:23][CH:24]([C:40]([CH3:51])=[CH:41][CH:42]2[CH2:43][CH2:44][CH:45]([O:66][S:65]([C:62]3[CH:63]=[CH:64][C:59]([I:58])=[CH:60][CH:61]=3)(=[O:67])=[O:71])[CH:46]([O:48][CH3:49])[CH2:47]2)[CH:25]([CH3:39])[CH:26]=[CH:27][C:28]1=[O:29])[CH:36]=[CH2:37]. Procedure details: To a solution of the FR-900506 substance (100.7 mg) in pyridine (3 ml) was added p-iodobenzenesulfonyl chloride (500 mg), and the mixture was stirred at room temperature for 36 hours. The solution was diluted with ethyl acetate and washed with a saturated aqueous sodium hydrogen carbonate, water and an aqueous sodium chloride. The organic layer was dried over sodium sulfate, filtered and concentrated under reduced pressure. The residue was chromatographed on silica gel (developing solvent: dieth...